From a dataset of the Open Reaction Database (ORD), a public repository of structured organic reaction records. describe an organic reaction: reactants, conditions, products, and yield RXN SMILES: [CH2:1]([O:3][C:4](=[O:2])[c:6]1[n:7][c:8](-[c:11]2[cH:12][cH:13][cH:14][c:15]3[cH:16][cH:17][cH:18][cH:19][c:20]23)[n:9][o:10]1)[CH3:5].[CH3:24][OH:25].[NH2:22][NH2:23].[OH2:21]>>[O:3]=[C:4]([c:6]1[n:7][c:8](-[c:11]2[cH:12][cH:13][cH:14][c:15]3[cH:16][cH:17][cH:18][cH:19][c:20]23)[n:9][o:10]1)[NH:22][NH2:23]. The reactants are CCOC(=O)c1nc(-c2cccc3ccccc23)no1, CO, NN, O. Yields the product NNC(=O)c1nc(-c2cccc3ccccc23)no1. Starting materials: CC1=C(C(=O)OC)C=C(C(=C1)N1CC(CCC1)O)S(=O)(=O)C (methyl 2-methyl-4-(3-hydroxy-1-piperidyl)-5-methylsulfonylbenzoate), NC(=N)N (guanidine), O (water). The solvent is CO (methanol). Reaction conditions: time 1 hour. The product is NC(=NC(C1=C(C=C(C(=C1)S(=O)(=O)C)N1CC(CCC1)O)C)=O)N (N-diaminomethylene-2-methyl-4-(3-hydroxy-1-piperidyl)-5-methylsulfonylbenzamide). As a reaction SMILES: [CH3:1][C:2]1[CH:11]=[C:10]([N:12]2[CH2:17][CH2:16][CH2:15][CH:14]([OH:18])[CH2:13]2)[C:9]([S:19]([CH3:22])(=[O:21])=[O:20])=[CH:8][C:3]=1[C:4](OC)=[O:5].[NH2:23][C:24]([NH2:26])=[NH:25].O>CO>[NH2:25][C:24]([NH2:26])=[N:23][C:4](=[O:5])[C:3]1[CH:8]=[C:9]([S:19]([CH3:22])(=[O:21])=[O:20])[C:10]([N:12]2[CH2:17][CH2:16][CH2:15][CH:14]([OH:18])[CH2:13]2)=[CH:11][C:2]=1[CH3:1]. Reported procedure: A solution of 4.2 g of methyl 2-methyl-4-(3-hydroxy-1-piperidyl)-5-methylsulfonylbenzoate [obtainable by reacting 3-hydroxypiperidine with 2-methyl-4-chloro-5-methylsulfonylbenzoic acid followed by esterification] and 3.89 g of guanidine in 20 ml of methanol is stirred at 50° over a period of three hours. The solution is cooled, water is added, the mixture is stirred for 1 hour and the precipitate which is formed is separated off. After recrystallization from acetone/methanol, N-diaminomethylene... Reactants: C(C)OC1=CC=C(C=C1)N1C=NC=C1 (1-(4-ethoxyphenyl)imidazole), BrCCCCCCC (1-bromoheptane). Run in C(C)OCC (diethylether). Product: [Br-].C(C)OC1=CC=C(C=C1)[N+]1=CN(C=C1)CCCCCC (1-(4-ethoxyphenyl)-3-hexyl imidazolium bromide). RXN SMILES: [CH2:1]([O:3][C:4]1[CH:9]=[CH:8][C:7]([N:10]2[CH:14]=[CH:13][N:12]=[CH:11]2)=[CH:6][CH:5]=1)[CH3:2].[Br:15][CH2:16][CH2:17][CH2:18][CH2:19][CH2:20][CH2:21]C>C(OCC)C>[Br-:15].[CH2:1]([O:3][C:4]1[CH:5]=[CH:6][C:7]([N+:10]2[CH:14]=[CH:13][N:12]([CH2:16][CH2:17][CH2:18][CH2:19][CH2:20][CH3:21])[CH:11]=2)=[CH:8][CH:9]=1)[CH3:2] |f:3.4|. Procedure: According to the general synthesis procedure, 10.00 mmol (1,883 g) 1-(4-ethoxyphenyl)imidazole and 11.00 mmol (1,816 g, 1.59 ml) 1-bromoheptane are dissolved in 3 ml diethylether and heated for 12 h to 60° C. Starting materials: C1(=CC=CC=C1)C(C=1C=CC(N(C1)CCCC=1C=C(OCC(=O)O)C=CC1)=O)C1=CC=CC=C1 ((3-{3-[5-(diphenylmethyl)-2-oxo-1(2H)-pyridinyl]propyl}phenoxy)acetic acid), C(=O)([O-])[O-].[K+].[K+] (K2CO3), IC (iodomethane). The solvent is CN(C)C=O (DMF), CCOC(=O)C (EtOAc). Run at time 5 hour. Yields the product C1(=CC=CC=C1)C(C=1C=CC(N(C1)CCCC=1C=C(OCC(=O)OC)C=CC1)=O)C1=CC=CC=C1 (methyl (3-{3-[5-(diphenylmethyl)-2-oxo-1(2H)-pyridinyl]propyl}phenoxy)acetate). RXN SMILES: [C:1]1([CH:7]([C:29]2[CH:34]=[CH:33][CH:32]=[CH:31][CH:30]=2)[C:8]2[CH:9]=[CH:10][C:11](=[O:28])[N:12]([CH2:14][CH2:15][CH2:16][C:17]3[CH:18]=[C:19]([CH:25]=[CH:26][CH:27]=3)[O:20][CH2:21][C:22]([OH:24])=[O:23])[CH:13]=2)[CH:6]=[CH:5][CH:4]=[CH:3][CH:2]=1.[C:35]([O-])([O-])=O.[K+].[K+].IC>CN(C=O)C.CCOC(C)=O>[C:1]1([CH:7]([C:29]2[CH:34]=[CH:33][CH:32]=[CH:31][CH:30]=2)[C:8]2[CH:9]=[CH:10][C:11](=[O:28])[N:12]([CH2:14][CH2:15][CH2:16][C:17]3[CH:18]=[C:19]([CH:25]=[CH:26][CH:27]=3)[O:20][CH2:21][C:22]([O:24][CH3:35])=[O:23])[CH:13]=2)[CH:2]=[CH:3][CH:4]=[CH:5][CH:6]=1 |f:1.2.3|. Procedure details: To a solution of (3-{3-[5-(diphenylmethyl)-2-oxo-1(2H)-pyridinyl]propyl}phenoxy)acetic acid (100 mg) in DMF (2 mL) was added K2CO3 (46 mg) and iodomethane (41 mg) at ambient temperature. The reaction mixture was stirred for 5 hours at the same temperature. The resulting mixture was diluted with EtOAc and washed successively with water and brine. The organic layer was dried over anhydrous MgSO4, filtered and evaporated in vacuo. The residue was purified by silica gel column chromatography (n-hexa... Reaction SMILES: [OH:1][C:2]1[CH:7]=[CH:6][CH:5]=[CH:4][C:3]=1[N:8]1[CH2:13][CH2:12][N:11]([C:14]([O:16][C:17]([CH3:20])([CH3:19])[CH3:18])=[O:15])[CH2:10][CH2:9]1.C(=O)([O-])[O-].[Cs+].[Cs+].Br[CH2:28][CH2:29][CH2:30][C:31]([O:33][CH2:34][CH3:35])=[O:32]>CN(C=O)C.C(OCC)(=O)C>[CH2:34]([O:33][C:31](=[O:32])[CH2:30][CH2:29][CH2:28][O:1][C:2]1[CH:7]=[CH:6][CH:5]=[CH:4][C:3]=1[N:8]1[CH2:13][CH2:12][N:11]([C:14]([O:16][C:17]([CH3:20])([CH3:19])[CH3:18])=[O:15])[CH2:10][CH2:9]1)[CH3:35] |f:1.2.3|. Yields the product C(C)OC(CCCOC1=C(C=CC=C1)N1CCN(CC1)C(=O)OC(C)(C)C)=O (tert-butyl 4-(2-(4-ethoxy-4-oxobutoxy)phenyl)-piperazine-1carboxylate). Conditions: temperature 70 celsius. Run in C(C)(=O)OCC (ethyl acetate), CN(C)C=O (DMF). Starting materials: OC1=C(C=CC=C1)N1CCN(CC1)C(=O)OC(C)(C)C (tert-Butyl 4-(2-hydroxyphenyl)piperazine-1-carboxylate), C([O-])([O-])=O.[Cs+].[Cs+] (cesium carbonate), BrCCCC(=O)OCC (ethyl 4-bromobutanoate). Procedure details: To a stirred solution of tert-butyl 4-(2-hydroxyphenyl)-piperazine 20 (1 g, 0.0035 mol.) and cesium carbonate (2.34 g, 0.0071 mol.) in 5 mL of DMF anhydrous was added a solution of ethyl 4-bromobutanoate (6a) at rt. The resulting mixture was heated at 70° C. overnight (12 h). The progress of the reaction was monitored by thin layer chromatography (TLC). After the reaction was complete, the reaction mixture was diluted with 25 mL of ethyl acetate and filtered to remove cesium carbonate. The filtr... Starting materials: BrC=1C=C(C=CC1)C=1OC2=C(C(=CC(=C2C(C1)=O)OC)OC)[C@H]1[C@@H](N(CC1)C)CO ((+)-trans-2-(3-Bromo-phenyl)-8-(2-hydroxymethyl-1-methyl-pyrrolidin-3-yl)-5,7-dimethoxy-chromen-4-one), Cl.N1=CC=CC=C1 (pyridine hydrochloride), C(=O)([O-])[O-].[Na+].[Na+] (Na2CO3). Solvent: CO (methanol). Conditions: temperature 180 celsius. Product: BrC=1C=C(C=CC1)C=1OC2=C(C(=CC(=C2C(C1)=O)O)O)[C@H]1[C@@H](N(CC1)C)CO ((+)-trans-2-(3-Bromo-phenyl)-8-(2-hydroxymethyl-1-methyl-pyrrolidin-3-yl)-5,7-dihydroxy-chromen-4-one). RXN SMILES: [Br:1][C:2]1[CH:3]=[C:4]([C:8]2[O:9][C:10]3[C:15]([C:16](=[O:18])[CH:17]=2)=[C:14]([O:19]C)[CH:13]=[C:12]([O:21]C)[C:11]=3[C@@H:23]2[CH2:27][CH2:26][N:25]([CH3:28])[C@H:24]2[CH2:29][OH:30])[CH:5]=[CH:6][CH:7]=1.Cl.N1C=CC=CC=1.C([O-])([O-])=O.[Na+].[Na+]>CO>[Br:1][C:2]1[CH:3]=[C:4]([C:8]2[O:9][C:10]3[C:15]([C:16](=[O:18])[CH:17]=2)=[C:14]([OH:19])[CH:13]=[C:12]([OH:21])[C:11]=3[C@@H:23]2[CH2:27][CH2:26][N:25]([CH3:28])[C@H:24]2[CH2:29][OH:30])[CH:5]=[CH:6][CH:7]=1 |f:1.2,3.4.5|. Procedure details: A mixture of compound of example 52 (1.40 g, 3.04 mmol) and pyridine hydrochloride (2.0 g, 17.30 mmol) was heated at 180° C. for a period of 2.5 hours. The reaction mixture was diluted with methanol (60 mL) and basified with solid Na2CO3 to pH 10. The reaction mixture was filtered, and washed with methanol. The organic layer was concentrated and the residue purified by column chromatography using 0.01% ammonia and 4.5% methanol in chloroform as eluent to afford the title compound. The reactants are CN(C)C=O, ClCCl, Nc1ccc(SCc2csc(N)n2)cc1, O=C(OO)c1cccc(Cl)c1. Yields the product Nc1ccc(S(=O)Cc2csc(N)n2)cc1. Reaction SMILES: [CH3:30][N:31]([CH3:32])[CH:33]=[O:34].[Cl:27][CH2:28][Cl:29].[NH2:12][c:13]1[s:14][cH:15][c:16]([CH2:18][S:19][c:20]2[cH:21][cH:22][c:23]([NH2:26])[cH:24][cH:25]2)[n:17]1.[OH:1][O:2][C:3]([c:4]1[cH:5][c:6]([Cl:7])[cH:8][cH:9][cH:10]1)=[O:11]>>[O:1]=[S:19]([CH2:18][c:16]1[cH:15][s:14][c:13]([NH2:12])[n:17]1)[c:20]1[cH:21][cH:22][c:23]([NH2:26])[cH:24][cH:25]1. Reactants: ClCCCC(=O)NC1=NC=CC(=C1)OC1=CC=C(N)C=C1 (4-{[2-(4-Chlorobutyrylamino)-4-pyridyl]oxy}aniline), FC1=CC=C(C=C1)N=C=O (p-fluorophenyl isocyanate), O1CCCC1 (tetrahydrofuran), O (Water). Reaction SMILES: [Cl:1][CH2:2][CH2:3][CH2:4][C:5]([NH:7][C:8]1[CH:13]=[C:12]([O:14][C:15]2[CH:21]=[CH:20][C:18]([NH2:19])=[CH:17][CH:16]=2)[CH:11]=[CH:10][N:9]=1)=[O:6].[F:22][C:23]1[CH:28]=[CH:27][C:26]([N:29]=[C:30]=[O:31])=[CH:25][CH:24]=1.O1CCCC1.O>C(OCC)(=O)C>[F:22][C:23]1[CH:28]=[CH:27][C:26]([NH:29][C:30]([NH:19][C:18]2[CH:17]=[CH:16][C:15]([O:14][C:12]3[CH:11]=[CH:10][N:9]=[C:8]([NH:7][C:5](=[O:6])[CH2:4][CH2:3][CH2:2][Cl:1])[CH:13]=3)=[CH:21][CH:20]=2)=[O:31])=[CH:25][CH:24]=1. Procedure details: 4-{[2-(4-Chlorobutyrylamino)-4-pyridyl]oxy}aniline (100 mg), p-fluorophenyl isocyanate (0.037 ml) and tetrahydrofuran (3 ml) were stirred at room temperature for 25 minutes. Water and ethyl acetate were added to the reaction solution for extraction, NH type silica gel was added to the extract, the solvent was distilled off under reduced pressure and the reaction product was adsorbed onto the silica gel. The silica gel was charged into a dry column packed with NH type silica gel, and column purif... Yields the product FC1=CC=C(C=C1)NC(=O)NC1=CC=C(C=C1)OC1=CC(=NC=C1)NC(CCCCl)=O (N-(4-Fluorophenyl)-N′-(4-{[2-(4-chlorobutyrylamino)-4-pyridyl]oxy}phenyl)urea). The solvent is C(C)(=O)OCC (ethyl acetate).